Dataset: the Open Reaction Database (ORD), a public repository of structured organic reaction records. Task: describe an organic reaction: reactants, conditions, products, and yield Reactants: CC1=CC=C(C=C1)S(=O)(=O)OCCCNC1=CC=C(C=C1)C#N (3-(4-Cyanoanilino)propyl 4-methylbenzenesulfonate), C1N(CC2C1CNC2)C(=O)OC(C)(C)C (tert-butyl hexahydropyrrolo[3,4-c]pyrrole-2(1H)-carboxylate), C(=O)([O-])[O-].[K+].[K+] (K2CO3). Solvent: CC#N (CH3CN). Conditions: temperature 50 celsius, time 8 hour. The product is C(#N)C1=CC=C(C=C1)NCCCN1CC2C(C1)CN(C2)C(=O)OC(C)(C)C (tert-Butyl 5-{3-[(4-cyanophenyl)amino]propyl}hexahydropyrrolo[3,4-c]pyrrole-2(1H)-carboxylate). Isolated yield 82.0%. As a reaction SMILES: CC1C=CC(S(O[CH2:12][CH2:13][CH2:14][NH:15][C:16]2[CH:21]=[CH:20][C:19]([C:22]#[N:23])=[CH:18][CH:17]=2)(=O)=O)=CC=1.[CH2:24]1[CH:28]2[CH2:29][NH:30][CH2:31][CH:27]2[CH2:26][N:25]1[C:32]([O:34][C:35]([CH3:38])([CH3:37])[CH3:36])=[O:33].C([O-])([O-])=O.[K+].[K+]>CC#N>[C:22]([C:19]1[CH:18]=[CH:17][C:16]([NH:15][CH2:14][CH2:13][CH2:12][N:30]2[CH2:29][CH:28]3[CH2:24][N:25]([C:32]([O:34][C:35]([CH3:38])([CH3:37])[CH3:36])=[O:33])[CH2:26][CH:27]3[CH2:31]2)=[CH:21][CH:20]=1)#[N:23] |f:2.3.4|. Reported procedure: 3-(4-Cyanoanilino)propyl 4-methylbenzenesulfonate (1.98 g, 6 mmol; see step (b) above), and tert-butyl hexahydropyrrolo[3,4-c]pyrrole-2(1H)-carboxylate (1.49 g, 6 mmol; see Preparation A above) was mixed with K2CO3 (1.93 g, 14 mmol) and CH3CN (100 mL) and then stirred at 50° C. overnight. The solvent was evaporated and the product was purified by chromatography on silica (DCM:MeOH (20:1)) to give 1.83 g (82%) of the sub-title compound. The reactants are C(#N)[C@H](CC1=CC=C(C=C1)C1=CC(=C(C=C1)C#N)S(=O)C)NC(=O)[C@H]1N(CCCC1)C(=O)OC(C)(C)C ((2S)-tert-butyl 2-((1S)-1-cyano-2-(4′-cyano-3′-(methylsulfinyl)biphenyl-4-yl)ethylcarbamoyl)piperidine-1-carboxylate), C(=O)O (formic acid). Reaction conditions: temperature 50 celsius. Product: C(N)(=O)C1=C(C=C(C=C1)C1=CC=C(C=C1)C[C@@H](C#N)NC(=O)[C@H]1NCCCC1)S(=O)C ((2S)-N-((1S)-2-(4′-Carbamoyl-3′-(methylsulfinyl)biphenyl-4-yl)-1-cyanoethyl)piperidine-2-carboxamide). As a reaction SMILES: [C:1]([C@@H:3]([NH:22][C:23]([C@@H:25]1[CH2:30][CH2:29][CH2:28][CH2:27][N:26]1C(OC(C)(C)C)=O)=[O:24])[CH2:4][C:5]1[CH:10]=[CH:9][C:8]([C:11]2[CH:16]=[CH:15][C:14]([C:17]#[N:18])=[C:13]([S:19]([CH3:21])=[O:20])[CH:12]=2)=[CH:7][CH:6]=1)#[N:2].C(O)=[O:39]>>[C:17]([C:14]1[CH:15]=[CH:16][C:11]([C:8]2[CH:9]=[CH:10][C:5]([CH2:4][C@H:3]([NH:22][C:23]([C@@H:25]3[CH2:30][CH2:29][CH2:28][CH2:27][NH:26]3)=[O:24])[C:1]#[N:2])=[CH:6][CH:7]=2)=[CH:12][C:13]=1[S:19]([CH3:21])=[O:20])(=[O:39])[NH2:18]. Procedure: A solution of (2S)-tert-butyl 2-((1S)-1-cyano-2-(4′-cyano-3′-(methylsulfinyl)biphenyl-4-yl)ethylcarbamoyl)piperidine-1-carboxylate (0.08 g) in formic acid (2 mL) was stirred and heated at 50° C. for 10 min. The mixture was evaporated and applied to a 10 g SCX column. The column was washed with methanol then eluted with 10% ammonia in methanol. The eluate was evaporated and the residue dissolved in isopropanol and precipitated with diethyl ether. The solid was collected, washed with diethyl ether... Reactants: CO, CCOC(=O)CCNC(=O)c1ccc(NC(c2cc(-c3ccc(C(F)(F)F)cc3)oc2CSC)C2CCCCC2)cc1, O. Yields the product CCOC(=O)CCNC(=O)c1ccc(NC(c2cc(-c3ccc(C(F)(F)F)cc3)oc2CS(C)=O)C2CCCCC2)cc1. As a reaction SMILES: [CH3:43][OH:44].[CH:1]1([CH:7]([c:8]2[c:9]([CH2:23][S:24][CH3:25])[o:10][c:11](-[c:13]3[cH:14][cH:15][c:16]([C:19]([F:20])([F:21])[F:22])[cH:17][cH:18]3)[cH:12]2)[NH:26][c:27]2[cH:28][cH:29][c:30]([C:33](=[O:34])[NH:35][CH2:36][CH2:37][C:38](=[O:39])[O:40][CH2:41][CH3:42])[cH:31][cH:32]2)[CH2:2][CH2:3][CH2:4][CH2:5][CH2:6]1.[OH2:45]>>[CH:1]1([CH:7]([c:8]2[c:9]([CH2:23][S:24]([CH3:25])=[O:44])[o:10][c:11](-[c:13]3[cH:14][cH:15][c:16]([C:19]([F:20])([F:21])[F:22])[cH:17][cH:18]3)[cH:12]2)[NH:26][c:27]2[cH:28][cH:29][c:30]([C:33](=[O:34])[NH:35][CH2:36][CH2:37][C:38](=[O:39])[O:40][CH2:41][CH3:42])[cH:31][cH:32]2)[CH2:2][CH2:3][CH2:4][CH2:5][CH2:6]1. The reactants are ClC1=C(C=C(C=C1)OC1=CC=C(C=C1)CN(C(=N)N)C)C(F)(F)F (N-[(4-{[4-chloro-3-(trifluoromethyl)phenyl]oxy}phenyl)methyl]-N-methylguanidine), O\C=C(/C(=O)OC)\CC=1C=NC(=NC1)OC (methyl (2Z)-3-hydroxy-2-{[2-(methyloxy)-5-pyrimidinyl]methyl}-2-propenoate), C(=O)([O-])[O-].[K+].[K+] (K2CO3). Run in CN1CCCC1=O (NMP). Conditions: temperature 130 celsius. Yields the product ClC1=C(C=C(C=C1)OC1=CC=C(C=C1)CN(C=1NC=C(C(N1)=O)CC=1C=NC(=NC1)OC)C)C(F)(F)F (2-[[(4-{[4-Chloro-3-(trifluoromethyl)phenyl]oxy}phenyl)methyl] (methyl)amino]-5-{[2-(methyloxy)-5-pyrimidinyl]methyl}-4(1H)-pyrimidinone). The yield is 8.9%. As a reaction SMILES: [Cl:1][C:2]1[CH:7]=[CH:6][C:5]([O:8][C:9]2[CH:14]=[CH:13][C:12]([CH2:15][N:16]([CH3:20])[C:17]([NH2:19])=[NH:18])=[CH:11][CH:10]=2)=[CH:4][C:3]=1[C:21]([F:24])([F:23])[F:22].[OH:25]/[CH:26]=[C:27](/[CH2:32][C:33]1[CH:34]=[N:35][C:36]([O:39][CH3:40])=[N:37][CH:38]=1)\[C:28](OC)=O.C([O-])([O-])=O.[K+].[K+]>CN1C(=O)CCC1>[Cl:1][C:2]1[CH:7]=[CH:6][C:5]([O:8][C:9]2[CH:14]=[CH:13][C:12]([CH2:15][N:16]([CH3:20])[C:17]3[NH:19][CH:28]=[C:27]([CH2:32][C:33]4[CH:34]=[N:35][C:36]([O:39][CH3:40])=[N:37][CH:38]=4)[C:26](=[O:25])[N:18]=3)=[CH:11][CH:10]=2)=[CH:4][C:3]=1[C:21]([F:22])([F:23])[F:24] |f:2.3.4|. Procedure: To the solution of N-[(4-{[4-chloro-3-(trifluoromethyl)phenyl]oxy}phenyl)methyl]-N-methylguanidine (100 mg, 0.212 mmol) and methyl (2Z)-3-hydroxy-2-{[2-(methyloxy)-5-pyrimidinyl]methyl}-2-propenoate (57.2 mg, 0.255 mmol) in NMP (1 ml) was added K2CO3 (117 mg, 0.850 mmol). It was heated with a microwave reactor at 130° C. for 1.5 h. Purification via MDAP then afforded the title compound as a white solid (10 mg, 8.8% yield). LCMS: rt=3.14 min, [M+H+]=532